describe an organic reaction: reactants, conditions, products, and yield From a dataset of the Open Reaction Database (ORD), a public repository of structured organic reaction records. Starting materials: OC(CN(Cc1cccc(OC(F)(F)C(F)F)c1)c1cc(F)ccc1F)C(F)(F)F, [K+], [K+], O=C([O-])[O-], O. The product is Fc1ccc2c(c1)N(Cc1cccc(OC(F)(F)C(F)F)c1)CC(C(F)(F)F)O2. Reaction SMILES: [F:1][c:2]1[c:3]([N:9]([CH2:10][CH:11]([C:12]([F:13])([F:14])[F:15])[OH:16])[CH2:17][c:18]2[cH:19][c:20]([O:24][C:25]([CH:26]([F:27])[F:28])([F:29])[F:30])[cH:21][cH:22][cH:23]2)[cH:4][c:5]([F:8])[cH:6][cH:7]1.[K+:31].[K+:32].[O-:33][C:34]([O-:35])=[O:36].[OH2:37]>>[c:2]12[c:3]([cH:4][c:5]([F:8])[cH:6][cH:7]1)[N:9]([CH2:17][c:18]1[cH:19][c:20]([O:24][C:25]([CH:26]([F:27])[F:28])([F:29])[F:30])[cH:21][cH:22][cH:23]1)[CH2:10][CH:11]([C:12]([F:13])([F:14])[F:15])[O:16]2.